describe an organic reaction: reactants, conditions, products, and yield From a dataset of the Open Reaction Database (ORD), a public repository of structured organic reaction records. Reactants: CS(C)=O, N=C(C1CC1)C1CC1, [O-][Cl+3]([O-])([O-])O, [Cl-], [NH4+]. The product is C1CC2=[N+](C1)CCC2, [O-][Cl+3]([O-])([O-])[O-]. RXN SMILES: [CH3:16][S:17](=[O:18])[CH3:19].[CH:6]1([C:9](=[NH:10])[CH:11]2[CH2:12][CH2:13]2)[CH2:7][CH2:8]1.[Cl+3:1]([O-:2])([O-:3])([O-:4])[OH:5].[Cl-:14].[NH4+:15]>>[CH2:6]1[CH2:7][CH2:8][N+:10]2=[C:9]1[CH2:11][CH2:12][CH2:13]2.[Cl+3:1]([O-:2])([O-:3])([O-:4])[O-:5]. Starting materials: CC=1C(=C(SC1C)NC)C#N (4,5-dimethyl-2-(methylamino)thiophene-3-carbonitrile), C(C1=CC=CC=C1)(=O)N=C=O (benzoyl isocyanate). Yields the product C(#N)C1=C(SC(=C1C)C)N(C(=O)NC(C1=CC=CC=C1)=O)C (N-((3-Cyano-4,5-dimethylthiophen-2-yl)(methyl)carbamoyl)-benzamide). RXN SMILES: [CH3:1][C:2]1[C:3]([C:10]#[N:11])=[C:4]([NH:8][CH3:9])[S:5][C:6]=1[CH3:7].[C:12]([N:20]=[C:21]=[O:22])(=[O:19])[C:13]1[CH:18]=[CH:17][CH:16]=[CH:15][CH:14]=1>>[C:10]([C:3]1[C:2]([CH3:1])=[C:6]([CH3:7])[S:5][C:4]=1[N:8]([CH3:9])[C:21]([NH:20][C:12](=[O:19])[C:13]1[CH:18]=[CH:17][CH:16]=[CH:15][CH:14]=1)=[O:22])#[N:11]. Reported procedure: Prepared as in Example 1a from 4,5-dimethyl-2-(methylamino)thiophene-3-carbonitrile (Example 22b) and benzoyl isocyanate. MS 314 (MH+). The reactants are CO, C[O-], N#Cc1cccnc1Cl, Cl, NO, [Na+]. The product is NC(=NO)c1cccnc1Cl. Reaction SMILES: [CH3:16][OH:17].[CH3:1][O-:2].[Cl:7][c:8]1[n:9][cH:10][cH:11][cH:12][c:13]1[C:14]#[N:15].[ClH:4].[NH2:5][OH:6].[Na+:3]>>[N:5]([OH:6])=[C:14]([c:13]1[c:8]([Cl:7])[n:9][cH:10][cH:11][cH:12]1)[NH2:15]. Reactants: C1CCNC1, CCOC(=O)c1c(C(F)(F)F)nc(C(F)(F)Cl)c(C(=O)OC)c1Cl, CN(C)C=O. The product is CCOC(=O)c1c(C(F)(F)F)nc(C(F)(F)Cl)c(C(=O)OC)c1N1CCCC1. As a reaction SMILES: [CH2:25]1[CH2:26][CH2:27][NH:28][CH2:29]1.[Cl:1][c:2]1[c:3]([C:20](=[O:21])[O:22][CH2:23][CH3:24])[c:4]([C:16]([F:17])([F:18])[F:19])[n:5][c:6]([C:12]([F:13])([F:14])[Cl:15])[c:7]1[C:8](=[O:9])[O:10][CH3:11].[O:30]=[CH:31][N:32]([CH3:33])[CH3:34]>>[c:2]1([N:28]2[CH2:27][CH2:26][CH2:25][CH2:29]2)[c:3]([C:20](=[O:21])[O:22][CH2:23][CH3:24])[c:4]([C:16]([F:17])([F:18])[F:19])[n:5][c:6]([C:12]([F:13])([F:14])[Cl:15])[c:7]1[C:8](=[O:9])[O:10][CH3:11]. The reactants are ClC=1N=CC2=C(C=CC=C2C1)C(=O)O (3-chloroisoquinoline-8-carboxylic acid), B.C1CCOC1 (BH3.THF), [OH-].[Na+] (NaOH). The solvent is CCOC(=O)C (EtOAc), C1CCOC1 (THF). Run at temperature 0 celsius, time 2 hour. The product is ClC=1N=CC2=C(C=CC=C2C1)CO ((3-chloroisoquinolin-8-yl)methanol). As a reaction SMILES: [Cl:1][C:2]1[N:3]=[CH:4][C:5]2[C:10]([CH:11]=1)=[CH:9][CH:8]=[CH:7][C:6]=2[C:12](O)=[O:13].B.C1COCC1.[OH-].[Na+]>C1COCC1.CCOC(C)=O>[Cl:1][C:2]1[N:3]=[CH:4][C:5]2[C:10]([CH:11]=1)=[CH:9][CH:8]=[CH:7][C:6]=2[CH2:12][OH:13] |f:1.2,3.4|. Procedure: A solution of 3-chloroisoquinoline-8-carboxylic acid (0.5 g, 1.803 mmol) in THF (18.03 ml) at 0° C. was treated with BH3.THF (5.41 ml, 5.41 mmol). After stirring for 2 hours at 0° C., 1N NaOH was added. The reaction was stirred for 30 minutes then diluted with EtOAc and the layers were separated. Aqueous layer was washed with EtOAc three times. All combined organic layers were washed with brine, then dried with sodium sulfate. Filtered and concentrated in vacuo. Purified by silica gel chromatogr... Reactants: [H]C(CCC1=CC=CC=C1)=O, O=C(SCC)C(NC(C1=CC=CC=C1)=O)C(O)=O. Reagents/catalysts: CN(C)c1ccncc1, 4Å Molecular Sieve, C1CNCCC1. The solvent is CC#N. Conditions: temperature 25 celsius, time 24 hour. The product is O=C(SCC)/C(NC(C1=CC=CC=C1)=O)=C/CCC2=CC=CC=C2. The yield is 36.0%. Reactants: C(C)(C)(C)OC(NC1=NC=C(C=C1)CN1C(CN(CC1)CC1=CC=C(C=C1)OC)(C)C)=O ({5-[4-(4-methoxy-benzyl)-2,2-dimethyl-piperazin-1-ylmethyl]-pyridin-2-yl}-carbamic acid tert-butyl ester), solution, Cl (HCl). Run in O1CCOCC1 (dioxane), CO (MeOH). The product is COC1=CC=C(CN2CC(N(CC2)CC=2C=CC(=NC2)N)(C)C)C=C1 (5-[4-(4-Methoxy-benzyl)-2,2-dimethyl-piperazin-1-ylmethyl]-pyridin-2-ylamine). Yield: 102.5%. RXN SMILES: C(OC(=O)[NH:7][C:8]1[CH:13]=[CH:12][C:11]([CH2:14][N:15]2[CH2:20][CH2:19][N:18]([CH2:21][C:22]3[CH:27]=[CH:26][C:25]([O:28][CH3:29])=[CH:24][CH:23]=3)[CH2:17][C:16]2([CH3:31])[CH3:30])=[CH:10][N:9]=1)(C)(C)C.Cl>O1CCOCC1.CO>[CH3:29][O:28][C:25]1[CH:24]=[CH:23][C:22]([CH2:21][N:18]2[CH2:19][CH2:20][N:15]([CH2:14][C:11]3[CH:12]=[CH:13][C:8]([NH2:7])=[N:9][CH:10]=3)[C:16]([CH3:31])([CH3:30])[CH2:17]2)=[CH:27][CH:26]=1. Procedure: A mixture of {5-[4-(4-methoxy-benzyl)-2,2-dimethyl-piperazin-1-ylmethyl]-pyridin-2-yl}-carbamic acid tert-butyl ester (Step 109.2) (1.88 g, 4.3 mmol), a 4 N solution of HCl in dioxane (25 mL) and MeOH (25 mL) was stirred for 22 h at rt. The reaction mixture was allowed to cool, quenched by addition of a saturated aqueous solution of NaHCO3 and extracted with DCM. The organic layer was washed with a saturated aqueous solution of NaHCO3, dried (Na2SO4), filtered and concentrated to provide 1.5 g o... Yields the product CC(C)n1c(C(=O)O)cc2cc(C(=O)N3CCCN(C(=O)OC(C)(C)C)CC3)ccc21. Reactants: CCOC(=O)c1cc2cc(C(=O)N3CCCN(C(=O)OC(C)(C)C)CC3)ccc2n1C(C)C, CO, [Li+], C1CCOC1, [OH-], O, O. RXN SMILES: [CH2:1]([CH3:2])[O:3][C:4](=[O:5])[c:6]1[n:7]([CH:31]([CH3:32])[CH3:33])[c:8]2[cH:9][cH:10][c:11]([C:15](=[O:16])[N:17]3[CH2:18][CH2:19][N:20]([C:24](=[O:25])[O:26][C:27]([CH3:28])([CH3:29])[CH3:30])[CH2:21][CH2:22][CH2:23]3)[cH:12][c:13]2[cH:14]1.[CH3:42][OH:43].[Li+:36].[O:37]1[CH2:38][CH2:39][CH2:40][CH2:41]1.[OH-:35].[OH2:34].[OH2:44]>>[O:3]=[C:4]([OH:5])[c:6]1[n:7]([CH:31]([CH3:32])[CH3:33])[c:8]2[cH:9][cH:10][c:11]([C:15](=[O:16])[N:17]3[CH2:18][CH2:19][N:20]([C:24](=[O:25])[O:26][C:27]([CH3:28])([CH3:29])[CH3:30])[CH2:21][CH2:22][CH2:23]3)[cH:12][c:13]2[cH:14]1. The reactants are C(C#CC)O (2-butyn-1-ol), [H-].[Na+] (sodium hydride), [H-].[Na+] (sodium hydride), solution, ClC1=NC=NC(=C1Cl)Cl (4,5,6-trichloropyrimidine), [Cl-].[NH4+] (ammonium chloride), solution, CC(C(C)O)C (3-methyl-2-butanol), solution. The solvent is O1CCCC1 (tetrahydrofuran), O1CCCC1 (tetrahydrofuran), O1CCCC1 (tetrahydrofuran). Conditions: time 10 minute. The product is C(C#CC)OC1=NC=NC(=C1Cl)OC(C(C)C)C (4-(2-butynyloxy)-5-chloro-6-(1,2-dimethylpropyloxy)pyrimidine). Yield: 51.2%. RXN SMILES: [H-].[Na+].[CH3:3][CH:4]([CH3:8])[CH:5]([OH:7])[CH3:6].Cl[C:10]1[C:15]([Cl:16])=[C:14](Cl)[N:13]=[CH:12][N:11]=1.[CH2:18]([OH:22])[C:19]#[C:20][CH3:21].[Cl-].[NH4+]>O1CCCC1>[CH2:18]([O:22][C:10]1[C:15]([Cl:16])=[C:14]([O:7][CH:5]([CH3:6])[CH:4]([CH3:8])[CH3:3])[N:13]=[CH:12][N:11]=1)[C:19]#[C:20][CH3:21] |f:0.1,5.6|. Procedure details: In 2 ml of tetrahydrofuran was suspended 0.05 g of sodium hydride (60% in oil), to which 0.3 ml of a solution containing 0.10 g of 3-methyl-2-butanol was added dropwise at 0° C., followed by stirring for 10 minutes. To this was added dropwise 0.3 ml of a solution containing 0.20 g of 4,5,6-trichloropyrimidine in tetrahydrofuran, followed by stirring at the same temperature for 6 hours. To this was added dropwise 0.3 ml of a solution containing 0.08 g of 2-butyn-1-ol in tetrahydrofuran and furthe...